Dataset: the Open Reaction Database (ORD), a public repository of structured organic reaction records. Task: describe an organic reaction: reactants, conditions, products, and yield Starting materials: CO, CCCCCC, ClCCl, CCCCc1nc2c(N)nc3cccnc3c2n1CCCCN, C1CCOC1, O=C(Cl)Cc1ccccc1. Yields the product CCCCc1nc2c(N)nc3cccnc3c2n1CCCCNC(=O)Cc1ccccc1. As a reaction SMILES: [CH3:34][OH:35].[CH3:36][CH2:37][CH2:38][CH2:39][CH2:40][CH3:41].[Cl:47][CH2:48][Cl:49].[NH2:11][c:12]1[n:13][c:14]2[cH:15][cH:16][cH:17][n:18][c:19]2[c:20]2[c:21]1[n:22][c:23]([CH2:30][CH2:31][CH2:32][CH3:33])[n:24]2[CH2:25][CH2:26][CH2:27][CH2:28][NH2:29].[O:42]1[CH2:43][CH2:44][CH2:45][CH2:46]1.[c:1]1([CH2:7][C:8](=[O:9])[Cl:10])[cH:2][cH:3][cH:4][cH:5][cH:6]1>>[c:1]1([CH2:7][C:8](=[O:9])[NH:29][CH2:28][CH2:27][CH2:26][CH2:25][n:24]2[c:20]3[c:19]4[c:14]([n:13][c:12]([NH2:11])[c:21]3[n:22][c:23]2[CH2:30][CH2:31][CH2:32][CH3:33])[cH:15][cH:16][cH:17][n:18]4)[cH:2][cH:3][cH:4][cH:5][cH:6]1. Starting materials: OBO, Cc1nc(C#Cc2ccnc(Cl)c2)c[nH]1, Fc1cccc(F)c1. Product: Cc1nc(C#Cc2ccnc(Cl)c2)cn1-c1cc(F)cc(F)c1. Reaction SMILES: [BH:16]([OH:17])[OH:18].[Cl:1][c:2]1[n:3][cH:4][cH:5][c:6]([C:8]#[C:9][c:10]2[n:11][c:12]([CH3:15])[nH:13][cH:14]2)[cH:7]1.[F:19][c:20]1[cH:21][cH:22][cH:23][c:24]([F:26])[cH:25]1>>[Cl:1][c:2]1[n:3][cH:4][cH:5][c:6]([C:8]#[C:9][c:10]2[n:11][c:12]([CH3:15])[n:13](-[c:22]3[cH:21][c:20]([F:19])[cH:25][c:24]([F:26])[cH:23]3)[cH:14]2)[cH:7]1.